This data is from the Open Reaction Database (ORD), a public repository of structured organic reaction records. The task is: describe an organic reaction: reactants, conditions, products, and yield Reactants: CCOC(C)=O, O=[N+]([O-])c1ccc(Cl)c(OCC2CCCO2)c1. Yields the product Nc1ccc(Cl)c(OCC2CCCO2)c1. RXN SMILES: [CH3:18][CH2:19][O:20][C:21]([CH3:22])=[O:23].[Cl:1][c:2]1[c:3]([O:4][CH2:5][CH:6]2[O:7][CH2:8][CH2:9][CH2:10]2)[cH:11][c:12]([N+:15]([O-:16])=[O:17])[cH:13][cH:14]1>>[Cl:1][c:2]1[c:3]([O:4][CH2:5][CH:6]2[O:7][CH2:8][CH2:9][CH2:10]2)[cH:11][c:12]([NH2:15])[cH:13][cH:14]1. The reactants are COC(=O)c1cc(F)c(N2CCC(CN(C(=O)OC(C)(C)C)C(C)c3cccc4ccccc34)C(c3ccccc3)C2)c(F)c1, C1CCOC1, CO, Cl, [Na+], [OH-]. The product is CC(c1cccc2ccccc12)N(CC1CCN(c2c(F)cc(C(=O)O)cc2F)CC1c1ccccc1)C(=O)OC(C)(C)C. As a reaction SMILES: [C:1]([CH3:2])([CH3:3])([CH3:4])[O:5][C:6](=[O:7])[N:8]([CH:9]([CH3:10])[c:11]1[cH:12][cH:13][cH:14][c:15]2[cH:16][cH:17][cH:18][cH:19][c:20]12)[CH2:21][CH:22]1[CH:23]([c:40]2[cH:41][cH:42][cH:43][cH:44][cH:45]2)[CH2:24][N:25]([c:28]2[c:29]([F:39])[cH:30][c:31]([C:32](=[O:33])[O:34][CH3:35])[cH:36][c:37]2[F:38])[CH2:26][CH2:27]1.[CH2:46]1[O:47][CH2:48][CH2:49][CH2:50]1.[CH3:54][OH:55].[ClH:53].[Na+:52].[OH-:51]>>[C:1]([CH3:2])([CH3:3])([CH3:4])[O:5][C:6](=[O:7])[N:8]([CH:9]([CH3:10])[c:11]1[cH:12][cH:13][cH:14][c:15]2[cH:16][cH:17][cH:18][cH:19][c:20]12)[CH2:21][CH:22]1[CH:23]([c:40]2[cH:41][cH:42][cH:43][cH:44][cH:45]2)[CH2:24][N:25]([c:28]2[c:29]([F:39])[cH:30][c:31]([C:32](=[O:33])[OH:34])[cH:36][c:37]2[F:38])[CH2:26][CH2:27]1. The reactants are C1(CCCCC1)N=C=NC1CCCCC1 (dicyclohexylcarbodiimide), C[C@@H]1C[C@H]2[C@H](O2)/C=C\C=C\C(=O)CC3=C(C(=CC(=C3Cl)O)O)C(=O)O1 (radicicol), C(CCCCCCCCCCCCCCC)(=O)O (palmitic acid). The solvent is O1CCCC1 (tetrahydrofuran). The product is CN(C)C1=NC=CC=C1 (dimethylaminopyridine), title compound. RXN SMILES: [CH3:1][C@H]1OC(=O)C2C(O)=CC(O)=C(Cl)C=2CC(=O)C=CC=C[C@H]2O[C@H]2C1.C(O)(=O)CCCCCCCCCCCCCCC.[CH:44]1([N:50]=[C:51]=[N:52][CH:53]2[CH2:58][CH2:57][CH2:56]CC2)CCCCC1>O1CCCC1>[CH3:1][N:50]([C:51]1[CH:56]=[CH:57][CH:58]=[CH:53][N:52]=1)[CH3:44]. Procedure details: Following a procedure similar to that described in Example 12, but using 364 mg of radicicol, 384 mg of palmitic acid, 15 ml of dry tetrahydrofuran, 309 mg of dicyclohexylcarbodiimide and a catalytic amount of dimethylaminopyridine, 62 mg of the title compound were obtained. Reactants: CS(=O)(=O)NC1=CC=C(C(=O)Cl)C=C1 (4-[(methylsulfonyl)amino]benzoyl chloride), C(C)N(CCN)CC (N,N-diethylethylenediamine). Solvent: O1CCCC1 (tetrahydrofuran), O1CCCC1 (tetrahydrofuran). The product is Cl.C(C)N(CCNC(C1=CC=C(C=C1)NS(=O)(=O)C)=O)CC (N-[2-(Diethylamino)ethyl]-4-[(methylsulfonyl)amino]benzamide hydrochloride). As a reaction SMILES: [CH3:1][S:2]([NH:5][C:6]1[CH:14]=[CH:13][C:9]([C:10]([Cl:12])=[O:11])=[CH:8][CH:7]=1)(=[O:4])=[O:3].[CH2:15]([N:17]([CH2:21][CH3:22])[CH2:18][CH2:19][NH2:20])[CH3:16]>O1CCCC1>[ClH:12].[CH2:15]([N:17]([CH2:21][CH3:22])[CH2:18][CH2:19][NH:20][C:10](=[O:11])[C:9]1[CH:13]=[CH:14][C:6]([NH:5][S:2]([CH3:1])(=[O:4])=[O:3])=[CH:7][CH:8]=1)[CH3:16] |f:3.4|. Procedure details: To 100 ml of anhydrous tetrahydrofuran is added 10 g (0.0429 mole) of 4-[(methylsulfonyl)amino]benzoyl chloride and the reaction is cooled in an ice bath. A solution of 5.0 g (0.043 mole) of N,N-diethylethylenediamine in 25 ml of tetrahydrofuran is added over 15 minutes. The solvent is decanted and the precipitate is triturated with 100 ml of ether and crystallized from 100 ml of acetone with three drops of methanol. After cooling, the resultant solid is washed with acetone and dried in vacuo to... Reactants: Nc1cccc(Br)c1, Cc1ccccc1, O=C1OC(=O)c2ccccc21. The product is O=C1c2ccccc2C(=O)N1c1cccc(Br)c1. RXN SMILES: [Br:1][c:2]1[cH:3][c:4]([NH2:5])[cH:6][cH:7][cH:8]1.[CH3:20][c:21]1[cH:22][cH:23][cH:24][cH:25][cH:26]1.[O:9]=[C:10]1[O:11][C:12](=[O:13])[c:14]2[cH:15][cH:16][cH:17][cH:18][c:19]21>>[Br:1][c:2]1[cH:3][c:4]([N:5]2[C:10](=[O:9])[c:19]3[c:14]([cH:15][cH:16][cH:17][cH:18]3)[C:12]2=[O:11])[cH:6][cH:7][cH:8]1. The reactants are C(C1=CC=CC=C1)OC1=C2C(=CNC2=CC=C1F)CCN(C)C (2-(4-Benzyloxy-5-fluoro-1H-indol-3-yl)-N,N-dimethylethanamine), C(C)N1C=C(C2=C(C=C(C=C12)C1=CC=CC=C1)OC)C(C(=O)N(C)C)=O (2-(1-ethyl-4-methoxy-6-phenyl-1H-indol-3-yl)-N,N-dimethyl-2-oxoacetamide). Yields the product CN(CC(O)C1=CN(C2=CC(=CC(=C12)OC)C1=CC=CC=C1)CC)C (2-(dimethylamino)-1-(1-ethyl-4-methoxy-6-phenyl-1H-indol-3-yl)ethanol). Isolated yield 68.0%. Reaction SMILES: C(OC1C(F)=CC=C2C=1C(CCN(C)C)=CN2)C1C=CC=CC=1.[CH2:24]([N:26]1[C:34]2[C:29](=[C:30]([O:41][CH3:42])[CH:31]=[C:32]([C:35]3[CH:40]=[CH:39][CH:38]=[CH:37][CH:36]=3)[CH:33]=2)[C:28]([C:43](=[O:49])[C:44]([N:46]([CH3:48])[CH3:47])=O)=[CH:27]1)[CH3:25]>>[CH3:48][N:46]([CH3:47])[CH2:44][CH:43]([C:28]1[C:29]2[C:34](=[CH:33][C:32]([C:35]3[CH:36]=[CH:37][CH:38]=[CH:39][CH:40]=3)=[CH:31][C:30]=2[O:41][CH3:42])[N:26]([CH2:24][CH3:25])[CH:27]=1)[OH:49]. Procedure details: Following the procedure (step 6, scheme 1) used to prepare compound 1-7a, compound 36-4 gave compound 36-5 (68%), which was taken on to the final step without further purification. LCMS: calc 338.2 and found: 313.1 [MH−water]+. Starting materials: COC=1C=C2C(=CN(C2=CC1OC)C)C1=CC=2C(=NC=CC2CNCCCC2=CC=CC=C2)N1S(=O)(=O)C1=CC=C(C=C1)C ([2-(5,6-dimethoxy-1-methyl-1H-indol-3-yl)-1-(toluene-4-sulfonyl)-1H-pyrrolo[2,3-b]pyrid-4-ylmethyl]phenylpropylamine), [OH-].[K+] (potassium hydroxide). Yields the product COC=1C=C2C(=CN(C2=CC1OC)C)C1=CC=2C(=NC=CC2CNCCCC2=CC=CC=C2)N1 ([2-(5,6-dimethoxy-1-methyl-1H-indol-3-yl)-1H-pyrrolo[2,3-b]pyrid-4-ylmethyl]-phenylpropylamine). Isolated yield 83.8%. Reaction SMILES: [CH3:1][O:2][C:3]1[CH:4]=[C:5]2[C:9](=[CH:10][C:11]=1[O:12][CH3:13])[N:8]([CH3:14])[CH:7]=[C:6]2[C:15]1[N:34](S(C2C=CC(C)=CC=2)(=O)=O)[C:18]2=[N:19][CH:20]=[CH:21][C:22]([CH2:23][NH:24][CH2:25][CH2:26][CH2:27][C:28]3[CH:33]=[CH:32][CH:31]=[CH:30][CH:29]=3)=[C:17]2[CH:16]=1.[OH-].[K+]>>[CH3:1][O:2][C:3]1[CH:4]=[C:5]2[C:9](=[CH:10][C:11]=1[O:12][CH3:13])[N:8]([CH3:14])[CH:7]=[C:6]2[C:15]1[NH:34][C:18]2=[N:19][CH:20]=[CH:21][C:22]([CH2:23][NH:24][CH2:25][CH2:26][CH2:27][C:28]3[CH:29]=[CH:30][CH:31]=[CH:32][CH:33]=3)=[C:17]2[CH:16]=1 |f:1.2|. Procedure details: [2-(5,6-dimethoxy-1-methyl-1H-indol-3-yl)-1H-pyrrolo[2,3-b]pyrid-4-ylmethyl]phenylpropylamine is prepared as described in Example 179a starting with 0.115 g of [2-(5,6-dimethoxy-1-methyl-1H-indol-3-yl)-1-(toluene-4-sulfonyl)-1H-pyrrolo[2,3-b]pyrid-4-ylmethyl]phenylpropylamine instead of the [2-(5,6-dimethoxy-1-methyl-1H-indol-3-yl)-1-(toluene-4-sulfonyl)-1H-pyrrolo[2,3-b]pyrid-4-ylmethyl](4-trifluoromethylsulfanylbenzyl)amine used in Example 179a and 0.85 cm3 of 5N potassium hydroxide. 0.072 g o... The reactants are C1COCCO1, C#C[Si](C)(C)C, CC(C)NC(C)C, I[Cu]I, Cc1cc(CCC(=O)OC(C)(C)C)ccc1-c1noc(-c2cnc(N3CCC(F)(F)C3)c(I)c2)n1. Yields the product Cc1cc(CCC(=O)OC(C)(C)C)ccc1-c1noc(-c2cnc(N3CCC(F)(F)C3)c(C#C[Si](C)(C)C)c2)n1. As a reaction SMILES: [CH2:49]1[O:50][CH2:51][CH2:52][O:53][CH2:54]1.[CH3:36][Si:37]([CH3:38])([CH3:39])[C:40]#[CH:41].[CH:42]([NH:43][CH:44]([CH3:45])[CH3:46])([CH3:47])[CH3:48].[Cu:55]([I:56])[I:57].[F:1][C:2]1([F:35])[CH2:3][N:4]([c:7]2[c:8]([I:34])[cH:9][c:10](-[c:13]3[n:14][c:15](-[c:18]4[c:19]([CH3:33])[cH:20][c:21]([CH2:24][CH2:25][C:26](=[O:27])[O:28][C:29]([CH3:30])([CH3:31])[CH3:32])[cH:22][cH:23]4)[n:16][o:17]3)[cH:11][n:12]2)[CH2:5][CH2:6]1>>[F:1][C:2]1([F:35])[CH2:3][N:4]([c:7]2[c:8]([C:41]#[C:40][Si:37]([CH3:36])([CH3:38])[CH3:39])[cH:9][c:10](-[c:13]3[n:14][c:15](-[c:18]4[c:19]([CH3:33])[cH:20][c:21]([CH2:24][CH2:25][C:26](=[O:27])[O:28][C:29]([CH3:30])([CH3:31])[CH3:32])[cH:22][cH:23]4)[n:16][o:17]3)[cH:11][n:12]2)[CH2:5][CH2:6]1.